From a dataset of the Open Reaction Database (ORD), a public repository of structured organic reaction records. describe an organic reaction: reactants, conditions, products, and yield Reactants: [BH4-], C1CCOC1, CCO, [Cl-], O=C(c1ccccc1)c1cnc2c(cnn2-c2ccccc2)c1Cl, [NH4+], [Na+]. Product: OC(c1ccccc1)c1cnc2c(cnn2-c2ccccc2)c1Cl. As a reaction SMILES: [BH4-:25].[CH2:29]1[O:30][CH2:31][CH2:32][CH2:33]1.[CH3:34][CH2:35][OH:36].[Cl-:27].[Cl:1][c:2]1[c:3]2[c:4]([n:5][cH:6][c:7]1[C:8](=[O:9])[c:10]1[cH:11][cH:12][cH:13][cH:14][cH:15]1)[n:16](-[c:19]1[cH:20][cH:21][cH:22][cH:23][cH:24]1)[n:17][cH:18]2.[NH4+:28].[Na+:26]>>[Cl:1][c:2]1[c:3]2[c:4]([n:5][cH:6][c:7]1[CH:8]([OH:9])[c:10]1[cH:11][cH:12][cH:13][cH:14][cH:15]1)[n:16](-[c:19]1[cH:20][cH:21][cH:22][cH:23][cH:24]1)[n:17][cH:18]2. Reactants: Cc1nc2nc(CC(=O)O)cn2c(-c2ccc(Cl)cc2Cl)c1C#N, ClCCCl, C1CCNC1, CC#N. Yields the product Cc1nc2nc(CC(=O)N3CCCC3)cn2c(-c2ccc(Cl)cc2Cl)c1C#N. As a reaction SMILES: [C:1](#[N:2])[c:3]1[c:4]([CH3:24])[n:5][c:6]2[n:7]([c:8]1-[c:9]1[c:10]([Cl:16])[cH:11][c:12]([Cl:15])[cH:13][cH:14]1)[cH:17][c:18]([CH2:20][C:21](=[O:22])[OH:23])[n:19]2.[CH2:25]([Cl:26])[CH2:27][Cl:28].[CH2:29]1[CH2:30][CH2:31][NH:32][CH2:33]1.[CH3:34][C:35]#[N:36]>>[C:1](#[N:2])[c:3]1[c:4]([CH3:24])[n:5][c:6]2[n:7]([c:8]1-[c:9]1[c:10]([Cl:16])[cH:11][c:12]([Cl:15])[cH:13][cH:14]1)[cH:17][c:18]([CH2:20][C:21](=[O:22])[N:32]1[CH2:31][CH2:30][CH2:29][CH2:33]1)[n:19]2. Reactants: ice water, N1=CC=CC=C1 (pyridine), CC(C(CC(=O)OCC)O)CCC=C(CCC=C(C)C)C (ethyl 3,7,11-trimethyl-6,10-dodecadien-2-ol-1-carboxylate), N1=CC=CC=C1 (pyridine), O=[Cr]([O-])(O[Cr](=O)([O-])=O)=O.[NH+]1=CC=CC=C1.[NH+]2=CC=CC=C2 (Cornforth reagent), resultant mixture. The reagents and catalysts are [O-2].[O-2].[O-2].[Cr+6] (chromium trioxide). Solvent: O (water). Product: CC(C(CC(=O)OCC)=O)CCC=C(CCC=C(C)C)C (ethyl 3,7,11-trimethyl-6,10-dodecadien-2-one-1-carboxylate). Isolated yield 57.2%. Reaction SMILES: N1C=CC=CC=1.[CH3:7][CH:8]([CH2:17][CH2:18][CH:19]=[C:20]([CH3:27])[CH2:21][CH2:22][CH:23]=[C:24]([CH3:26])[CH3:25])[CH:9]([OH:16])[CH2:10][C:11]([O:13][CH2:14][CH3:15])=[O:12].O=[Cr](=O)(O[Cr](=O)([O-])=O)[O-].[NH+]1C=CC=CC=1.[NH+]1C=CC=CC=1>O.[O-2].[O-2].[O-2].[Cr+6]>[CH3:7][CH:8]([CH2:17][CH2:18][CH:19]=[C:20]([CH3:27])[CH2:21][CH2:22][CH:23]=[C:24]([CH3:25])[CH3:26])[C:9](=[O:16])[CH2:10][C:11]([O:13][CH2:14][CH3:15])=[O:12] |f:2.3.4,6.7.8.9|. Reported procedure: To a mixture of pyridine (132 ml) and ethyl 3,7,11-trimethyl-6,10-dodecadien-2-ol-1-carboxylate (132 g), the Cornforth reagent (prepared by adding dropwise a solution of chromium trioxide (223 g) in water (150 ml) to pyridine (2230 ml) while cooling with ice water) is added, and the resultant mixture is allowed to stand at room temperature. After removal of the precipitate by filtration, the reaction mixture is admixed with water and extracted with ether. The ether extract is washed with water, ... Starting materials: C1CCOC1, COC(=O)CC(c1ccc(OCc2cc(C)c3c(c2)CCCC3)cc1)c1nncn1C, CCO, [Li+], [OH-]. The product is Cc1cc(COc2ccc(C(CC(=O)O)c3nncn3C)cc2)cc2c1CCCC2. Reaction SMILES: [CH2:34]1[O:35][CH2:36][CH2:37][CH2:38]1.[CH3:1][n:2]1[c:3]([CH:7]([CH2:8][C:9](=[O:10])[O:11][CH3:12])[c:13]2[cH:14][cH:15][c:16]([O:19][CH2:20][c:21]3[cH:22][c:23]4[c:28]([c:29]([CH3:31])[cH:30]3)[CH2:27][CH2:26][CH2:25][CH2:24]4)[cH:17][cH:18]2)[n:4][n:5][cH:6]1.[CH3:39][CH2:40][OH:41].[Li+:33].[OH-:32]>>[CH3:1][n:2]1[c:3]([CH:7]([CH2:8][C:9](=[O:10])[OH:11])[c:13]2[cH:14][cH:15][c:16]([O:19][CH2:20][c:21]3[cH:22][c:23]4[c:28]([c:29]([CH3:31])[cH:30]3)[CH2:27][CH2:26][CH2:25][CH2:24]4)[cH:17][cH:18]2)[n:4][n:5][cH:6]1. Starting materials: FC1=CC=C(C=C1)C1(C(N(CC1)CC(=O)O)=O)C1=CC=C(C=C1)F (2-(3,3-bis(4-fluorophenyl)-2-oxopyrrolidin-1-yl)acetic acid), Br.FC(C=1C=C2CNCC2=CC1)(F)F (5-(trifluoromethyl)isoindoline hydrobromide), C(C)N=C=NCCCN(C)C (N1-((ethylimino)methylene)-N3,N3-dimethylpropane-1,3-diamine). The solvent is ClCCl (dichloromethane). Reaction conditions: time 3 day. Yields the product FC1=CC=C(C=C1)C1(C(N(CC1)CC(N1CC2=CC=C(C=C2C1)C(F)(F)F)=O)=O)C1=CC=C(C=C1)F (3,3-bis(4-fluorophenyl)-1-{2-oxo-2-[5-(trifluoromethyl)-1,3-dihydro-2H-isoindol-2-yl]ethyl}pyrrolidin-2-one). RXN SMILES: [F:1][C:2]1[CH:7]=[CH:6][C:5]([C:8]2([C:18]3[CH:23]=[CH:22][C:21]([F:24])=[CH:20][CH:19]=3)[CH2:12][CH2:11][N:10]([CH2:13][C:14](O)=[O:15])[C:9]2=[O:17])=[CH:4][CH:3]=1.Br.[F:26][C:27]([F:38])([F:37])[C:28]1[CH:29]=[C:30]2[C:34](=[CH:35][CH:36]=1)[CH2:33][NH:32][CH2:31]2.C(N=C=NCCCN(C)C)C>ClCCl>[F:24][C:21]1[CH:22]=[CH:23][C:18]([C:8]2([C:5]3[CH:4]=[CH:3][C:2]([F:1])=[CH:7][CH:6]=3)[CH2:12][CH2:11][N:10]([CH2:13][C:14](=[O:15])[N:32]3[CH2:31][C:30]4[C:34](=[CH:35][CH:36]=[C:28]([C:27]([F:26])([F:38])[F:37])[CH:29]=4)[CH2:33]3)[C:9]2=[O:17])=[CH:19][CH:20]=1 |f:1.2|. Procedure: To a suspension of 2-(3,3-bis(4-fluorophenyl)-2-oxopyrrolidin-1-yl)acetic acid (0.200 g, 0.604 mmol; Example 58D) and 5-(trifluoromethyl)isoindoline hydrobromide (0.178 g, 0.664 mmol) in dichloromethane (0.5 mL) was added N1-((ethylimino)methylene)-N3,N3-dimethylpropane-1,3-diamine (0.160 mL, 0.905 mmol) and the reaction stirred for 3 days. The reaction was loaded onto a GraceResolv™ 12 g silica gel column (Grace Davison Discovery Sciences) and the product eluted with a gradient of 5% ethyl acet... The reactants are C1(=CC=CC=C1)NC(\C=C/C(=O)O)=O (N-phenylmaleamidic acid), [OH-].[Na+] (sodium hydroxide). RXN SMILES: [C:1]1([NH:7][C:8](=[O:14])/[CH:9]=[CH:10]\[C:11]([OH:13])=[O:12])[CH:6]=[CH:5][CH:4]=[CH:3][CH:2]=1.[OH-].[Na+:16]>>[Na+:16].[C:1]1([NH:7][C:8](=[O:14])/[CH:9]=[CH:10]\[C:11]([O-:13])=[O:12])[CH:2]=[CH:3][CH:4]=[CH:5][CH:6]=1 |f:1.2,3.4|. The product is [Na+].C1(=CC=CC=C1)NC(\C=C/C(=O)[O-])=O (N-phenylmaleamidic acid sodium salt). Procedure: Aniline (1 mol) and maleic anhydride (1.0 mol) were subjected to an addition reaction at 20 to 30° C. for 2.5 hours to give N-phenylmaleamidic acid. Then, the resulting N-phenylmaleamidic acid was neutralized with sodium hydroxide under cooling to give an N-phenylmaleamidic acid sodium salt. Reactants: C[Si](C)(C)C#N (Trimethylsilyl cyanide), ClC(C)(C(F)(F)F)C1=CC=C(C=C1)OC (1-chloro-1-(4-methoxyphenyl)-1-trifluoromethylethane), [OH-].[Na+] (sodium hydroxide). Reagents/catalysts: [Ti](Cl)(Cl)(Cl)Cl (titanium tetrachloride). Run in C(Cl)Cl (methylene chloride). Product: COC1=CC=C(C=C1)C(C#N)(C)C(F)(F)F (2-(4-methoxyphenyl)-2-trifluoromethylpropionitrile). The yield is 93.0%. RXN SMILES: C[Si]([C:5]#[N:6])(C)C.Cl[C:8]([C:14]1[CH:19]=[CH:18][C:17]([O:20][CH3:21])=[CH:16][CH:15]=1)([C:10]([F:13])([F:12])[F:11])[CH3:9].[OH-].[Na+]>C(Cl)Cl.[Ti](Cl)(Cl)(Cl)Cl>[CH3:21][O:20][C:17]1[CH:16]=[CH:15][C:14]([C:8]([C:10]([F:11])([F:13])[F:12])([CH3:9])[C:5]#[N:6])=[CH:19][CH:18]=1 |f:2.3|. Reported procedure: Trimethylsilyl cyanide (65.1 ml; 423 mmol) was added at room temperature to 1-chloro-1-(4-methoxyphenyl)-1-trifluoromethylethane (77.6 g; 335.5 mmol) in methylene chloride (975 ml) followed by titanium tetrachloride (32.5 ml; 3.25 mmol). After stirring for 20 hours at room temparature, 2N sodium hydroxide was added carefully, dropwise, until the mixture was neutral and the precipitate separated over celite. The aqueous phase was extracted with ethyl acetate and the extract dried over sodium suph... Starting materials: CC(=O)[O-], CC(=O)O, FC(F)(F)c1cc(Cl)c(Nc2ccccc2)c(Cl)c1, ClCCl, [K], O=N[O-], [NH4+], [Na+], [Na+], [OH-], O, N#CCC(C#N)=CO, O=S(=O)(O)O. Yields the product N#CCC(C#N)=NNc1c(Cl)cc(C(F)(F)F)cc1Cl. As a reaction SMILES: [CH3:39][C:40](=[O:41])[O-:42].[CH3:46][C:47](=[O:48])[OH:49].[Cl:10][c:11]1[c:12]([NH:22][c:23]2[cH:24][cH:25][cH:26][cH:27][cH:28]2)[c:13]([Cl:21])[cH:14][c:15]([C:17]([F:18])([F:19])[F:20])[cH:16]1.[Cl:50][CH2:51][Cl:52].[K:29].[N:1]([O-:2])=[O:3].[NH4+:43].[Na+:38].[Na+:4].[OH-:44].[OH2:45].[OH:30][CH:31]=[C:32]([C:33]#[N:34])[CH2:35][C:36]#[N:37].[S:5](=[O:6])(=[O:7])([OH:8])[OH:9]>>[Cl:10][c:11]1[c:12]([NH:22][N:43]=[C:32]([C:33]#[N:34])[CH2:35][C:36]#[N:37])[c:13]([Cl:21])[cH:14][c:15]([C:17]([F:18])([F:19])[F:20])[cH:16]1.